Dataset: the Open Reaction Database (ORD), a public repository of structured organic reaction records. Task: describe an organic reaction: reactants, conditions, products, and yield The reactants are CN(C)C=O, O=C(Cl)C(=O)Cl, O=C(O)c1ccc(OC(F)F)c(Cl)c1, ClCCl. Product: O=C(Cl)c1ccc(OC(F)F)c(Cl)c1. Reaction SMILES: [CH3:21][N:22]([CH3:23])[CH:24]=[O:25].[Cl:15][C:16]([C:17]([Cl:18])=[O:19])=[O:20].[Cl:1][c:2]1[cH:3][c:4]([C:5](=[O:6])[OH:7])[cH:8][cH:9][c:10]1[O:11][CH:12]([F:13])[F:14].[Cl:26][CH2:27][Cl:28]>>[Cl:1][c:2]1[cH:3][c:4]([C:5](=[O:6])[Cl:15])[cH:8][cH:9][c:10]1[O:11][CH:12]([F:13])[F:14]. Reactants: COC=1C(=C(N)C=CC1)C (3-methoxy-2-methylaniline), COC1=CC(=CC=C1)N (meta-anisidine). Yields the product NC1=C(C=CC(=C1C)OC)C(C)=O (1-(2-Amino-3-methyl-4-methoxyphenyl)ethanone). The yield is 23.0%. As a reaction SMILES: [CH3:1][O:2][C:3]1[C:4]([CH3:10])=[C:5]([CH:7]=[CH:8][CH:9]=1)[NH2:6].C[O:12][C:13]1C=CC=C(N)[CH:14]=1>>[NH2:6][C:5]1[C:4]([CH3:10])=[C:3]([O:2][CH3:1])[CH:9]=[CH:8][C:7]=1[C:13](=[O:12])[CH3:14]. Reported procedure: 1-(2-Amino-3-methyl-4-methoxyphenyl)ethanone 201b was synthesized from 3-methoxy-2-methylaniline 215b as a yellow solid in 23% yield, according to the procedure as described for compound 215a. MS (ESI, EI+): m/z=180 (MH+). Starting materials: C(CCCCC)OC1=CC=C(C=O)C=C1 (4-(Hexyloxy)benzaldehyde), [OH-].[Na+] (sodium hydroxide), C1(CCC2=CC=CC=C12)=O (1-Indanone). The solvent is C(C)O (ethanol), C(C)O (ethanol), C(C)O (ethanol), O (water). Conditions: time 20 minute. The product is C(CCCCC)OC1=CC=C(C=C2C(C3=CC=CC=C3C2)=O)C=C1 (2-(4-Hexyloxy-benzylidene)-indan-1-one). RXN SMILES: [C:1]1(=[O:10])[C:9]2[C:4](=[CH:5][CH:6]=[CH:7][CH:8]=2)[CH2:3][CH2:2]1.[OH-].[Na+].[CH2:13]([O:19][C:20]1[CH:27]=[CH:26][C:23]([CH:24]=O)=[CH:22][CH:21]=1)[CH2:14][CH2:15][CH2:16][CH2:17][CH3:18]>C(O)C.O>[CH2:13]([O:19][C:20]1[CH:27]=[CH:26][C:23]([CH:24]=[C:2]2[CH2:3][C:4]3[C:9](=[CH:8][CH:7]=[CH:6][CH:5]=3)[C:1]2=[O:10])=[CH:22][CH:21]=1)[CH2:14][CH2:15][CH2:16][CH2:17][CH3:18] |f:1.2|. Procedure details: 1-Indanone (4.17 g, 0.032 mol) was dissolved in ethanol (20 ml), and was added to sodium hydroxide (0.44 g, 0.011 mol) dissolved in water (8 ml) and ethanol (3 ml) and was left to stir for 20 min. 4-(Hexyloxy)benzaldehyde (6.4 ml, 0.031 mol), dissolved in ethanol (35 ml), was added to the mixture and was stirred for 4 hours. The product was isolated by vacuum filtration and was washed with cold ethanol (2×20 ml) and was dried in a vacuum oven. Yield=8.47 g, 85%. 1H NMR and 13C NMR gave expected ... The reactants are CCOC(C)=O, CCCCCC, COc1ccncc1[N+](=O)[O-], CCO. The product is COc1ccncc1N. RXN SMILES: [C:18]([O:19][CH2:20][CH3:21])(=[O:22])[CH3:23].[CH3:12][CH2:13][CH2:14][CH2:15][CH2:16][CH3:17].[CH3:1][O:2][c:3]1[c:4]([N+:9]([O-:10])=[O:11])[cH:5][n:6][cH:7][cH:8]1.[CH3:24][CH2:25][OH:26]>>[CH3:1][O:2][c:3]1[c:4]([NH2:9])[cH:5][n:6][cH:7][cH:8]1.